From a dataset of the Open Reaction Database (ORD), a public repository of structured organic reaction records. describe an organic reaction: reactants, conditions, products, and yield Starting materials: C1=CC=CC=2CN(CC3=C(C21)C=CC=C3)C#N (5,7-dihydro-6H-dibenz[c,e]azepine-6-carbonitrile), C1(CCCCC1)O (cyclohexanol). Yields the product C1=CC=CC=2CN(CC3=C(C21)C=CC=C3)C(OC3CCCCC3)=N (cyclohexyl 5,7-dihydro-6H-dibenz[c,e]azepine-6-carboximidate). Reaction SMILES: [CH:1]1[C:11]2[C:10]3[CH:12]=[CH:13][CH:14]=[CH:15][C:9]=3[CH2:8][N:7]([C:16]#[N:17])[CH2:6][C:5]=2[CH:4]=[CH:3][CH:2]=1.[CH:18]1([OH:24])[CH2:23][CH2:22][CH2:21][CH2:20][CH2:19]1>>[CH:1]1[C:11]2[C:10]3[CH:12]=[CH:13][CH:14]=[CH:15][C:9]=3[CH2:8][N:7]([C:16](=[NH:17])[O:24][CH:18]3[CH2:23][CH2:22][CH2:21][CH2:20][CH2:19]3)[CH2:6][C:5]=2[CH:4]=[CH:3][CH:2]=1. Procedure details: starting from 5,7-dihydro-6H-dibenz[c,e]azepine-6-carbonitrile and cyclohexanol there is obtained cyclohexyl 5,7-dihydro-6H-dibenz[c,e]azepine-6-carboximidate as a resinous product, 1H-NMR(CDCl3): 1.1-2.3 (10H), 4.21 (s, 4H), 4.75 (m, OCH), 4.95 (broad s, NH), 7.3-7.7 (8H); The reactants are C1(CC1)CC=1C(=C(C(=O)N)C=CC1O)O (3-(Cyclopropylmethyl)-2,4-dihydroxy benzamide), ICCCOC1=C(C2=C(CCC(O2)C(=O)OC)C=C1)CCC (Methyl 7-(3-iodopropoxy)-3,4-dihydro-8-propyl-2H-1-benzopyran-2-carboxylate). Yields the product NC(=O)C1=C(C(=C(OCCCOC2=C(C3=C(C=CC(O3)C(=O)OC)C=C2)CCC)C=C1)CC1CC1)O (Methyl 7-[3-[4-(aminocarbonyl)-2-(cyclopropylmethyl)-3hydroxyphenoxy]propoxy]-8-propyl-2H-1-benzopyran-2carboxylate). Reaction SMILES: [CH:1]1([CH2:4][C:5]2[C:6]([OH:15])=[C:7]([CH:11]=[CH:12][C:13]=2[OH:14])[C:8]([NH2:10])=[O:9])[CH2:3][CH2:2]1.I[CH2:17][CH2:18][CH2:19][O:20][C:21]1[CH:34]=[CH:33][C:24]2[CH2:25][CH2:26][CH:27]([C:29]([O:31][CH3:32])=[O:30])[O:28][C:23]=2[C:22]=1[CH2:35][CH2:36][CH3:37]>>[NH2:10][C:8]([C:7]1[CH:11]=[CH:12][C:13]([O:14][CH2:17][CH2:18][CH2:19][O:20][C:21]2[CH:34]=[CH:33][C:24]3[CH:25]=[CH:26][CH:27]([C:29]([O:31][CH3:32])=[O:30])[O:28][C:23]=3[C:22]=2[CH2:35][CH2:36][CH3:37])=[C:5]([CH2:4][CH:1]2[CH2:3][CH2:2]2)[C:6]=1[OH:15])=[O:9]. Procedure: The compound of Example 66 and the compound of Example 23 are reacted together under the conditions described in Example 24. The crude product is purified by chromatography on silica gel using ethyl acetate/hexane (4:6) as eluant to afford the product. The reactants are N#Cc1cccc(CBr)c1, OB(O)c1cc(Cl)ccc1OCc1ccccc1, COCCOC, [Na+], [Na+], O=C([O-])[O-], c1ccc(P(c2ccccc2)(c2ccccc2)[Pd](P(c2ccccc2)(c2ccccc2)c2ccccc2)(P(c2ccccc2)(c2ccccc2)c2ccccc2)P(c2ccccc2)(c2ccccc2)c2ccccc2)cc1. Product: N#Cc1cccc(Cc2cc(Cl)ccc2OCc2ccccc2)c1. As a reaction SMILES: [C:19](#[N:20])[c:21]1[cH:22][c:23]([CH2:24][Br:25])[cH:26][cH:27][cH:28]1.[CH2:1]([c:2]1[cH:3][cH:4][cH:5][cH:6][cH:7]1)[O:8][c:9]1[c:10]([B:16]([OH:17])[OH:18])[cH:11][c:12]([Cl:15])[cH:13][cH:14]1.[CH3:35][O:36][CH2:37][CH2:38][O:39][CH3:40].[Na+:29].[Na+:30].[O-:31][C:32](=[O:33])[O-:34].[cH:41]1[cH:42][cH:43][c:44]([P:45]([Pd:46]([P:47]([c:48]2[cH:49][cH:50][cH:51][cH:52][cH:53]2)([c:54]2[cH:55][cH:56][cH:57][cH:58][cH:59]2)[c:60]2[cH:61][cH:62][cH:63][cH:64][cH:65]2)([P:66]([c:67]2[cH:68][cH:69][cH:70][cH:71][cH:72]2)([c:73]2[cH:74][cH:75][cH:76][cH:77][cH:78]2)[c:79]2[cH:80][cH:81][cH:82][cH:83][cH:84]2)[P:85]([c:86]2[cH:87][cH:88][cH:89][cH:90][cH:91]2)([c:92]2[cH:93][cH:94][cH:95][cH:96][cH:97]2)[c:98]2[cH:99][cH:100][cH:101][cH:102][cH:103]2)([c:104]2[cH:105][cH:106][cH:107][cH:108][cH:109]2)[c:110]2[cH:111][cH:112][cH:113][cH:114][cH:115]2)[cH:116][cH:117]1>>[CH2:1]([c:2]1[cH:3][cH:4][cH:5][cH:6][cH:7]1)[O:8][c:9]1[c:10]([CH2:24][c:23]2[cH:22][c:21]([C:19]#[N:20])[cH:28][cH:27][cH:26]2)[cH:11][c:12]([Cl:15])[cH:13][cH:14]1. Starting materials: BrC1=CC=C(C=C1)O (4-bromophenol), [OH-].[Na+] (sodium hydroxide), O (water), C(CCCCC)Br (n-hexyl bromide). Solvent: C(C)O (ethanol). Run at time 4 hour. Product: C(CCCCC)OC1=CC=C(C=C1)Br (4-n-hexyloxyphenyl bromide). The yield is 77.8%. Reaction SMILES: [Br:1][C:2]1[CH:7]=[CH:6][C:5]([OH:8])=[CH:4][CH:3]=1.[OH-].[Na+].[CH2:11](Br)[CH2:12][CH2:13][CH2:14][CH2:15][CH3:16].O>C(O)C>[CH2:11]([O:8][C:5]1[CH:6]=[CH:7][C:2]([Br:1])=[CH:3][CH:4]=1)[CH2:12][CH2:13][CH2:14][CH2:15][CH3:16] |f:1.2|. Reported procedure: In 200 g of ethanol were dissolved 86.5 g (0.5 mol) of 4-bromophenol and 22 g (0.55 mol) of sodium hydroxide. To the solution at 70° C., 90.8 g (0.55 mol) of n-hexyl bromide was added dropwise. The solution was allowed to ripen for 4 hours and cooled to room temperature, after which 120 g of water was added. The oily matter was separated therefrom and concentrated by a rotary evaporator, followed by vacuum distillation (boiling point 125-128° C./0.5 Torr), yielding 100 g of 4-n-hexyloxyphenyl br... The reactants are [BH3-]C#N, CC(=O)O, CC(=O)O[BH-](OC(C)=O)OC(C)=O, C1CCOC1, Cc1cc(C#Cc2ccc(-c3ccc(Cl)cc3)cn2)ccc1OCCNCC1CC1, ClCCl, [Na+], [Na+], O=C1CCCCC1. Product: Cc1cc(C#Cc2ccc(-c3ccc(Cl)cc3)cn2)ccc1OCCN(CC1CC1)C1CCCCC1. As a reaction SMILES: [C:52]([BH3-:53])#[N:54].[C:64]([OH:65])(=[O:66])[CH3:67].[C:8]([O:9][BH-:10]([O:11][C:12](=[O:13])[CH3:14])[O:15][C:16](=[O:17])[CH3:18])(=[O:19])[CH3:20].[CH2:56]1[O:57][CH2:58][CH2:59][CH2:60]1.[Cl:22][c:23]1[cH:24][cH:25][c:26](-[c:29]2[cH:30][cH:31][c:32]([C:35]#[C:36][c:37]3[cH:38][c:39]([CH3:51])[c:40]([O:41][CH2:42][CH2:43][NH:44][CH2:45][CH:46]4[CH2:47][CH2:48]4)[cH:49][cH:50]3)[n:33][cH:34]2)[cH:27][cH:28]1.[Cl:61][CH2:62][Cl:63].[Na+:21].[Na+:55].[O:1]=[C:2]1[CH2:3][CH2:4][CH2:5][CH2:6][CH2:7]1>>[CH:2]1([N:44]([CH2:43][CH2:42][O:41][c:40]2[c:39]([CH3:51])[cH:38][c:37]([C:36]#[C:35][c:32]3[cH:31][cH:30][c:29](-[c:26]4[cH:25][cH:24][c:23]([Cl:22])[cH:28][cH:27]4)[cH:34][n:33]3)[cH:50][cH:49]2)[CH2:45][CH:46]2[CH2:47][CH2:48]2)[CH2:3][CH2:4][CH2:5][CH2:6][CH2:7]1. Reactants: C(N)(=O)C1=CC=C(C=C1)C(CNC(=NCCSCC=1OC(=CC1)CNC)NS(=O)(=O)C)O (N-[2-(4-carbamoylphenyl)-2hydroxyethyl]-N'-methanesulfonyl-N"-[2-[[5-(methylamino)methyl-2-furyl]methylthio]ethyl]guanidine), C(C(=O)O)(=O)O (oxalic acid). Solvent: C(C)O (ethanol), C(C)O (ethanol). Conditions: temperature 40 celsius, time 3 hour. Yields the product C(C(=O)O)(=O)O.CNCC1=CC=C(O1)CSCCNC(=N)N ([2-[[5-(methylamino)methyl-2-furyl]methylthio]ethyl]guanidine oxalate), N-[2-(4-carbamoylphenyl)-2-hydroxyethyl]-N'-methanesulfonyl-N. Yield: 91.0%. As a reaction SMILES: C(C1C=CC(C(O)C[NH:12][C:13]([NH:27]S(C)(=O)=O)=[N:14][CH2:15][CH2:16][S:17][CH2:18][C:19]2[O:20][C:21]([CH2:24][NH:25][CH3:26])=[CH:22][CH:23]=2)=CC=1)(=O)N.[C:33]([OH:38])(=[O:37])[C:34]([OH:36])=[O:35]>C(O)C>[C:33]([OH:38])(=[O:37])[C:34]([OH:36])=[O:35].[CH3:26][NH:25][CH2:24][C:21]1[O:20][C:19]([CH2:18][S:17][CH2:16][CH2:15][NH:14][C:13]([NH2:27])=[NH:12])=[CH:23][CH:22]=1 |f:3.4|. Procedure details: In 1430 ml of 95% aqueous ethanol solution was dissolved 239 g of N-[2-(4-carbamoylphenyl)-2hydroxyethyl]-N'-methanesulfonyl-N"-[2-[[5-(methylamino)methyl-2-furyl]methylthio]ethyl]guanidine. Thereto was added a solution formed by dissolving 46.8 g of oxalic acid in 240 ml of 95% aqueous ethanol solution. Further, 2.5 g of a seed crystal was added thereto. The mixture was stirred at 40° C. for 3 hours and at room temperature for 3 hours and then allowed to stand overnight. The crystals deposited ... Reactants: C1(=CC=CC=C1)C1=NOC(=C1C(F)(F)F)C1=C2C(=NO1)C1=CC=C(C=C1CC2)C=O (3-(3-phenyl-4-(trifluoromethyl)isoxazol-5-yl)-4,5-dihydronaphtho[1,2-c]isoxazole-7-carbaldehyde), N1CC(C1)C(=O)OC(C)(C)C (tert-butyl azetidine-3-carboxylate), CC(=O)O (AcOH), C(C)(=O)O (acetic acid), C(C)(=O)O[BH-](OC(C)=O)OC(C)=O.[Na+] (sodium triacetoxyborohydride), C([O-])(O)=O.[Na+] (sodium bicarbonate). Reagents/catalysts: CC([O-])C.[Ti+4].CC([O-])C.CC([O-])C.CC([O-])C (titanium(IV) isopropoxide). The solvent is CO (MeOH), ClCCCl (1,2-dichloroethane). Run at time 2 hour. Yields the product C1(=CC=CC=C1)C1=NOC(=C1C(F)(F)F)C1=C2C(=NO1)C1=CC=C(C=C1CC2)CN2CC(C2)C(=O)OC(C)(C)C (tert-butyl 1-((3-(3-phenyl-4-(trifluoromethyl)isoxazol-5-yl)-4,5-dihydronaphtho[1,2-c]isoxazol-7-yl)methyl)azetidine-3-carboxylate). Isolated yield 79.0%. As a reaction SMILES: [C:1]1([C:7]2[C:11]([C:12]([F:15])([F:14])[F:13])=[C:10]([C:16]3[O:20][N:19]=[C:18]4[C:21]5[C:26]([CH2:27][CH2:28][C:17]=34)=[CH:25][C:24]([CH:29]=O)=[CH:23][CH:22]=5)[O:9][N:8]=2)[CH:6]=[CH:5][CH:4]=[CH:3][CH:2]=1.[NH:31]1[CH2:34][CH:33]([C:35]([O:37][C:38]([CH3:41])([CH3:40])[CH3:39])=[O:36])[CH2:32]1.CC(O)=O.C(O[BH-](OC(=O)C)OC(=O)C)(=O)C.[Na+].C(=O)(O)[O-].[Na+]>CO.ClCCCl.CC(C)[O-].[Ti+4].CC(C)[O-].CC(C)[O-].CC(C)[O-]>[C:1]1([C:7]2[C:11]([C:12]([F:13])([F:14])[F:15])=[C:10]([C:16]3[O:20][N:19]=[C:18]4[C:21]5[C:26]([CH2:27][CH2:28][C:17]=34)=[CH:25][C:24]([CH2:29][N:31]3[CH2:32][CH:33]([C:35]([O:37][C:38]([CH3:41])([CH3:40])[CH3:39])=[O:36])[CH2:34]3)=[CH:23][CH:22]=5)[O:9][N:8]=2)[CH:2]=[CH:3][CH:4]=[CH:5][CH:6]=1 |f:3.4,5.6,9.10.11.12.13|. Procedure: To a stirred solution of 3-(3-phenyl-4-(trifluoromethyl)isoxazol-5-yl)-4,5-dihydronaphtho[1,2-c]isoxazole-7-carbaldehyde (7B, 2.1 g, 5.12 mmol), tert-butyl azetidine-3-carboxylate, AcOH (1.668 g, 7.68 mmol), and acetic acid (0.586 mL, 10.24 mmol) in anhydrous MeOH (10 mL) and anhydrous 1,2-dichloroethane (30 mL) was added titanium(IV) isopropoxide (3.05 mL, 10.24 mmol) dropwise at room temperature under nitrogen. The solution was stirred at room temperature for 1 hr before sodium triacetoxyboroh...